From a dataset of the Open Reaction Database (ORD), a public repository of structured organic reaction records. describe an organic reaction: reactants, conditions, products, and yield The reactants are OCC1C(NCCC1)=O (3-hydroxymethylpiperidin-2-one), O (water), N1C=NC=C1 (imidazole), [Si](C1=CC=CC=C1)(C1=CC=CC=C1)(C(C)(C)C)Cl (tert-butyl(diphenyl)silyl chloride). Solvent: CN(C=O)C (N,N-dimethylformamide). Conditions: time 3 hour. Yields the product [Si](C1=CC=CC=C1)(C1=CC=CC=C1)(C(C)(C)C)OCC1C(NCCC1)=O (3-({[tert-Butyl(diphenyl)silyl]oxy}methyl)piperidin-2-one). Reaction SMILES: [OH:1][CH2:2][CH:3]1[CH2:8][CH2:7][CH2:6][NH:5][C:4]1=[O:9].N1C=CN=C1.[Si:15](Cl)([C:28]([CH3:31])([CH3:30])[CH3:29])([C:22]1[CH:27]=[CH:26][CH:25]=[CH:24][CH:23]=1)[C:16]1[CH:21]=[CH:20][CH:19]=[CH:18][CH:17]=1.O>CN(C)C=O>[Si:15]([O:1][CH2:2][CH:3]1[CH2:8][CH2:7][CH2:6][NH:5][C:4]1=[O:9])([C:28]([CH3:31])([CH3:30])[CH3:29])([C:22]1[CH:23]=[CH:24][CH:25]=[CH:26][CH:27]=1)[C:16]1[CH:21]=[CH:20][CH:19]=[CH:18][CH:17]=1. Reported procedure: A solution of 5.00 g (38.7 mmol) of 3-hydroxymethylpiperidin-2-one in 40 ml of N,N-dimethylformamide is admixed successively with 3.16 g (46.5 mmol) of imidazole, and dropwise with 11 ml (42.6 mmol) of tert-butyl(diphenyl)silyl chloride. After stirring at RT for 3 hours, the mixture is admixed with approx. 400 ml of water and extracted three times with ethyl acetate. The combined organic extracts are washed successively with saturated ammonium chloride solution, water and saturated sodium chlori... Starting materials: CCOC(=O)CC(C)=O, OCCc1c[nH]c2ccccc12, Cc1ccc(S(=O)(=O)O)cc1, c1ccccc1. Yields the product CCOC(=O)CC1(C)OCCc2c1[nH]c1ccccc21. RXN SMILES: [C:1]([CH2:2][C:3](=[O:4])[CH3:5])(=[O:6])[O:7][CH2:8][CH3:9].[OH:10][CH2:11][CH2:12][c:13]1[cH:14][nH:15][c:16]2[cH:17][cH:18][cH:19][cH:20][c:21]12.[c:22]1([CH3:23])[cH:24][cH:25][c:26]([S:27]([OH:28])(=[O:29])=[O:30])[cH:31][cH:32]1.[cH:33]1[cH:34][cH:35][cH:36][cH:37][cH:38]1>>[C:1]([CH2:2][C:3]1([CH3:5])[O:10][CH2:11][CH2:12][c:13]2[c:14]1[nH:15][c:16]1[cH:17][cH:18][cH:19][cH:20][c:21]21)(=[O:6])[O:7][CH2:8][CH3:9]. Starting materials: ClC1=C(C(=CC(=C1)C(F)(F)F)Cl)C=1NC=C(N1)C (2-(2,6-dichloro-4-trifluoromethylphenyl)-4-methylimidazole), [N+](=O)(O)[O-] (nitric acid), S(O)(O)(=O)=O (sulphuric acid). The solvent is O (water). Run at temperature 75 celsius, time 2 hour. The product is ClC1=C(C(=CC(=C1)C(F)(F)F)Cl)C=1NC(=C(N1)C)[N+](=O)[O-] (2-(2,6-dichloro-4-trifluoromethylphenyl)-4-methyl-5-nitroimidazole). RXN SMILES: [Cl:1][C:2]1[CH:7]=[C:6]([C:8]([F:11])([F:10])[F:9])[CH:5]=[C:4]([Cl:12])[C:3]=1[C:13]1[NH:14][CH:15]=[C:16]([CH3:18])[N:17]=1.[N+:19]([O-])([OH:21])=[O:20].S(=O)(=O)(O)O>O>[Cl:1][C:2]1[CH:7]=[C:6]([C:8]([F:9])([F:10])[F:11])[CH:5]=[C:4]([Cl:12])[C:3]=1[C:13]1[NH:14][C:15]([N+:19]([O-:21])=[O:20])=[C:16]([CH3:18])[N:17]=1. Procedure details: A mixture of 2-(2,6-dichloro-4-trifluoromethylphenyl)-4-methylimidazole (1.0 g, 0.003 mol), nitric acid (70% w /w, 1 ml) and sulphuric acid (98% w /w, 1 ml) was stirred and heated at 75° C. for 4 hours then at 100° C. for 2 hours. After cooling the reaction mixture was added to a mixture of ice and water (20 ml) and the precipitated solid was filtered off. Recrystallisation from toluene gave 2-(2,6-dichloro-4-trifluoromethylphenyl)-4-methyl-5-nitroimidazole (0.66 g), m.p. 316.5°-317.5° C., as a ... The reactants are COC(CC1=CN=CN1CC1=CC=C(C=C1)C#N)=O ([1-(4-cyanobenzyl)-1H-imidazol-5-yl]acetic acid methyl ester), [OH-].[Li+] (lithium hydroxide), Cl (HCl). Solvent: C1CCOC1 (THF). Product: C(#N)C1=CC=C(CN2C=NC=C2CC(=O)O)C=C1 ([1-(4-Cyanobenzyl)-1H-imidazol-5-yl]acetic acid). Reaction SMILES: C[O:2][C:3](=[O:19])[CH2:4][C:5]1[N:9]([CH2:10][C:11]2[CH:16]=[CH:15][C:14]([C:17]#[N:18])=[CH:13][CH:12]=2)[CH:8]=[N:7][CH:6]=1.[OH-].[Li+].Cl>C1COCC1>[C:17]([C:14]1[CH:15]=[CH:16][C:11]([CH2:10][N:9]2[C:5]([CH2:4][C:3]([OH:19])=[O:2])=[CH:6][N:7]=[CH:8]2)=[CH:12][CH:13]=1)#[N:18] |f:1.2|. Reported procedure: A solution of [1-(4-cyanobenzyl)-1H-imidazol-5-yl]acetic acid methyl ester (4.44 g, 17.4 mmol ) in THF (100 ml) and 1M lithium hydroxide (17.4 ml, 17.4 mmol) was stirred at RT for 18 hr. 1M HCl (17.4 ml) was added and the THF was removed by evaporation in vacuo. The aqueous solution was lyophilized to afford the title compound containing lithium chloride as a white solid. Reactants: C([O-])(O)=O.[Na+] (sodium bicarbonate), ClCCCC(=O)Cl (4-Chlorobutyryl chloride), CC1OC(OC(O1)C)C (paraldehyde), ClCCl (dichloromethane), CC1OC(OC(O1)C)C (paraldehyde). Run at temperature 85 celsius. Product: ClCCCC(=O)OC(Cl)C (Cl(CH2)3CO2CHClCH3). The yield is 58.6%. As a reaction SMILES: [Cl:1][CH2:2][CH2:3]CC(Cl)=O.CC1[O:14][CH:13]([CH3:15])[O:12][CH:11]([CH3:16])O1.C(=O)(O)[O-].[Na+].[Cl:22]CCl>>[Cl:1][CH2:2][CH2:3][CH2:15][C:13]([O:12][CH:11]([CH3:16])[Cl:22])=[O:14] |f:2.3|. Reported procedure: 4-Chlorobutyryl chloride (12.69 g, 90 mmol) was mixed with paraldehyde (3.964 g, 30 mmol) and heated at 85° C. for 90 minutes. Additional paraldehyde (1.35 g) was added and the reaction mixture was stirred at 85° C. for an additional hour. The reaction mixture as cooled to room temperature, diluted with dichloromethane (100 ml) and stirred with saturated aqueous sodium bicarbonate (50 ml) at room temperature for 10 minutes. The dichloromethane layer was separated, dried over sodium sulfate and c...